describe an organic reaction: reactants, conditions, products, and yield From a dataset of the Open Reaction Database (ORD), a public repository of structured organic reaction records. The reactants are COC(C1=CC=C(C=C1)OCC1=NC(=CC=C1)C)=O (4-(6-Methyl-pyridin-2-ylmethoxy)-benzoic acid methyl ester), C[C@H]1N(CCC1)C[C@H]1NCCC1 (2-(R)-Methyl-1-(2-(S)-pyrrolidinylmethyl)pyrrolidine). The product is CC1=CC=CC(=N1)COC1=CC=C(C=C1)C(=O)N1[C@@H](CCC1)CN1[C@@H](CCC1)C ([4-(6-Methyl-pyridin-2-ylmethoxy)-phenyl]-[2-(S)-(2-(R)-methyl-pyrrolidin-1-ylmethyl)-pyrrolidin-1-yl]-methanone). RXN SMILES: CO[C:3](=[O:19])[C:4]1[CH:9]=[CH:8][C:7]([O:10][CH2:11][C:12]2[CH:17]=[CH:16][CH:15]=[C:14]([CH3:18])[N:13]=2)=[CH:6][CH:5]=1.[CH3:20][C@@H:21]1[CH2:25][CH2:24][CH2:23][N:22]1[CH2:26][C@@H:27]1[CH2:31][CH2:30][CH2:29][NH:28]1>>[CH3:18][C:14]1[N:13]=[C:12]([CH2:11][O:10][C:7]2[CH:6]=[CH:5][C:4]([C:3]([N:28]3[CH2:29][CH2:30][CH2:31][C@H:27]3[CH2:26][N:22]3[CH2:23][CH2:24][CH2:25][C@H:21]3[CH3:20])=[O:19])=[CH:9][CH:8]=2)[CH:17]=[CH:16][CH:15]=1. Procedure details: The title compound is prepared in a manner substantially analogous to Procedure F from 4-(6-Methyl-pyridin-2-ylmethoxy)-benzoic acid methyl ester and 2-(R)-Methyl-1-(2-(S)-pyrrolidinylmethyl)pyrrolidine. MS (ES+) 412.3 Starting materials: C(C1=CC=CC=C1)N1CCN(CC1)C(=O)C1=CC(=C(C=C1)NC(=O)NCC(C)(C)C#N)F (1-(4-(4-Benzylpiperazine-1-carbonyl)-2-fluorophenyl)-3-(2-cyano-2-methylpropyl)urea). The reagents and catalysts are [Pd] (palladium on carbon), Cl (hydrochloric acid). The solvent is C(C)O (ethanol). The product is C(#N)C(CNC(=O)NC1=C(C=C(C=C1)C(=O)N1CCNCC1)F)(C)C (1-(2-Cyano-2-methylpropyl)-3-(2-fluoro-4-(piperazine-1-carbonyl)phenyl)urea). Isolated yield 72.2%. As a reaction SMILES: C([N:8]1[CH2:13][CH2:12][N:11]([C:14]([C:16]2[CH:21]=[CH:20][C:19]([NH:22][C:23]([NH:25][CH2:26][C:27]([C:30]#[N:31])([CH3:29])[CH3:28])=[O:24])=[C:18]([F:32])[CH:17]=2)=[O:15])[CH2:10][CH2:9]1)C1C=CC=CC=1>[Pd].C(O)C.Cl>[C:30]([C:27]([CH3:29])([CH3:28])[CH2:26][NH:25][C:23]([NH:22][C:19]1[CH:20]=[CH:21][C:16]([C:14]([N:11]2[CH2:10][CH2:9][NH:8][CH2:13][CH2:12]2)=[O:15])=[CH:17][C:18]=1[F:32])=[O:24])#[N:31]. Procedure details: 1-(4-(4-Benzylpiperazine-1-carbonyl)-2-fluorophenyl)-3-(2-cyano-2-methylpropyl)urea (4.12 mmol, 1.802 g) and 10% palladium on carbon (0.824 mmol, 0.877 g) were stirred in ethanol (40 mL) under a hydrogen atmosphere at 5 bar at room temperature overnight with a few drops of 5M hydrochloric acid. The catalyst was filtered off and the filtrate concentrated under reduced pressure to afford the title compound (1.033 g). MS (ESI) m/z 348.3 [M+H]+ Reactants: O (water), ClC1=CC(N(C(N1)=O)C)=O (6-chloro-3-methyluracil), C(C)(C)N(C(C)C)CC (N,N-diisopropylethylamine), BrCC1=C(C#N)C=CC(=C1)F (2-Bromomethyl-4-fluorobenzonitrile). The solvent is CN1CCCC1=O (NMP). Conditions: time 1 hour. Product: ClC1=CC(N(C(N1CC1=C(C#N)C=CC(=C1)F)=O)C)=O (2-(6-Chloro-3-methyl-2,4-dioxo-3,4-dihydro-2H-pyrimidin-1-ylmethyl)-4-fluoro-benzonitrile). Yield: 85.0%. As a reaction SMILES: [Cl:1][C:2]1[NH:7][C:6](=[O:8])[N:5]([CH3:9])[C:4](=[O:10])[CH:3]=1.C(N(CC)C(C)C)(C)C.Br[CH2:21][C:22]1[CH:29]=[C:28]([F:30])[CH:27]=[CH:26][C:23]=1[C:24]#[N:25].O>CN1C(=O)CCC1>[Cl:1][C:2]1[N:7]([CH2:21][C:22]2[CH:29]=[C:28]([F:30])[CH:27]=[CH:26][C:23]=2[C:24]#[N:25])[C:6](=[O:8])[N:5]([CH3:9])[C:4](=[O:10])[CH:3]=1. Reported procedure: Alternatively, 33 was made as follows. To a solution of 6-chloro-3-methyluracil (750 g) and N,N-diisopropylethylamine (998 mL) in NMP (3 L) was added (at <30° C. over 25 min) a solution of 32 (2963 g crude material containing 1300 g of 32 in 3 L of toluene). The mixture was then heated at 60° C. for 2 hours or until completion (as determined, for example, by HPLC). Heating was then stopped and the mixture was allowed to cool overnight. Purified water (3.8 L) was added, and the resultant slurry w... RXN SMILES: [CH2:1]([N:3]([CH2:20][CH3:21])[C:4](=[O:19])[CH2:5][C:6](=[O:18])[CH2:7][CH:8]([OH:17])[CH:9]=[CH:10][C:11]1[CH:16]=[CH:15][CH:14]=[CH:13][CH:12]=1)[CH3:2].C([BH3-])#N.[Na+]>CC(C)[O-].CC(C)[O-].CC(C)[O-].[Cl-].[Ti+4]>[CH2:20]([N:3]([CH2:1][CH3:2])[C:4](=[O:19])[CH2:5][CH:6]([OH:18])[CH2:7][CH:8]([OH:17])[CH:9]=[CH:10][C:11]1[CH:16]=[CH:15][CH:14]=[CH:13][CH:12]=1)[CH3:21] |f:1.2,3.4.5.6.7|. Procedure: By carrying out the reaction as in Example 9 but starting from 530 mg of N,N-diethyl-7-phenyl-5-hydroxy-3-oxo-6-heptenamide (1.83 mmol), 0.51 cm3 of 95% titanium chloride triisopropoxide (2.2 mmol) and from 136.9 mg of 95% sodium cyanoborohydride (2.06 mmol), there is obtained, with a yield of 70%, 370 mg of N,N-diethyl-7-phenyl-3,5-dihydroxy-6-heptenamide for which the syn/anti ratio is equal to 70/30. Yields the product C(C)N(C(CC(CC(C=CC1=CC=CC=C1)O)O)=O)CC (N,N-diethyl-7-phenyl-3,5-dihydroxy-6-heptenamide). Yield: 69.4%. Reactants: C(C)N(C(CC(CC(C=CC1=CC=CC=C1)O)=O)=O)CC (N,N-diethyl-7-phenyl-5-hydroxy-3-oxo-6-heptenamide), C(#N)[BH3-].[Na+] (sodium cyanoborohydride). The reagents and catalysts are CC([O-])C.CC([O-])C.CC([O-])C.[Cl-].[Ti+4] (titanium chloride triisopropoxide). Starting materials: NC(C=1C=C(SC1C)C(=O)OC(C)C)=S (isopropyl 4-(aminothioxomethyl)-5-methylthiophene-2-carboxylate), BrCC(=O)C1=CC=CC=C1 (2-bromoacetophenone). The product is CC1=C(C=C(S1)C(=O)OC(C)C)C=1SC=C(N1)C1=CC=CC=C1 (Isopropyl 5-methyl-4-(4-phenyl(1,3-thiazol-2-yl))thiophene-2-carboxylate). As a reaction SMILES: [NH2:1][C:2](=[S:15])[C:3]1[CH:4]=[C:5]([C:9]([O:11][CH:12]([CH3:14])[CH3:13])=[O:10])[S:6][C:7]=1[CH3:8].Br[CH2:17][C:18]([C:20]1[CH:25]=[CH:24][CH:23]=[CH:22][CH:21]=1)=O>>[CH3:8][C:7]1[S:6][C:5]([C:9]([O:11][CH:12]([CH3:13])[CH3:14])=[O:10])=[CH:4][C:3]=1[C:2]1[S:15][CH:17]=[C:18]([C:20]2[CH:25]=[CH:24][CH:23]=[CH:22][CH:21]=2)[N:1]=1. Reported procedure: A solution of 375 mg (1.54 mmol) of isopropyl 4-(aminothioxomethyl)-5-methylthiophene-2-carboxylate was reacted with 307 mg (1.54 mmol) of 2-bromoacetophenone (Aldrich, Milwaukee, Wis., USA) in a manner similar to Example 8, step (a) to give, after crystallization from methanol, isopropyl 5-methyl-4-(4-phenyl(1,3-thiazol-2-yl))thiophene-2-carboxylate (347 mg, 66%) as light brown needles. 1H-NMR (DMSO-d6; 300 MHz) δ8.23 (s, 1H), 8.09 (s, 1H), 8.05 (m, 2H), 7.49 (m, 2H), 7.38 (m, 1H), 5.13 (septet...